describe an organic reaction: reactants, conditions, products, and yield From a dataset of the Open Reaction Database (ORD), a public repository of structured organic reaction records. The reactants are CC([C@@H](C(=O)OCC1=CC=CC=C1)NC(=O)[C@@H](CC(=O)OC(C)(C)C)CC=C)(C)C (tert-butyl (3R)-3-({[(1S)-2,2-dimethyl-1-(benzyloxycarbonyl)propyl]amino}carbonyl)hex-5-enoate), CC=1C=C(C=CC1C1=CC=CC=C1)Br (3-methyl-4-phenylbromobenzene), C(C)N1CCOCC1 (N-ethylmorpholine). Run in C(C)#N (acetonitrile). Product: CC([C@@H](C(=O)OCC1=CC=CC=C1)NC(=O)[C@@H](CC(=O)OC(C)(C)C)C\C=C\C1=CC(=C(C=C1)C1=CC=CC=C1)C)(C)C (tert-butyl (3R,5E)-3-({[(1S)-2,2-dimethyl-1-(benzyloxycarbonyl)propyl]amino}carbonyl)-6-[3-methyl-(4-phenyl)phenyl]hex-5-enoate). Isolated yield 75.5%. Reaction SMILES: [CH3:1][C:2]([CH3:30])([CH3:29])[C@H:3]([NH:14][C:15]([C@H:17]([CH2:26][CH:27]=[CH2:28])[CH2:18][C:19]([O:21][C:22]([CH3:25])([CH3:24])[CH3:23])=[O:20])=[O:16])[C:4]([O:6][CH2:7][C:8]1[CH:13]=[CH:12][CH:11]=[CH:10][CH:9]=1)=[O:5].[CH3:31][C:32]1[CH:33]=[C:34](Br)[CH:35]=[CH:36][C:37]=1[C:38]1[CH:43]=[CH:42][CH:41]=[CH:40][CH:39]=1.C(N1CCOCC1)C>C(#N)C>[CH3:1][C:2]([CH3:30])([CH3:29])[C@H:3]([NH:14][C:15]([C@H:17]([CH2:26]/[CH:27]=[CH:28]/[C:34]1[CH:35]=[CH:36][C:37]([C:38]2[CH:43]=[CH:42][CH:41]=[CH:40][CH:39]=2)=[C:32]([CH3:31])[CH:33]=1)[CH2:18][C:19]([O:21][C:22]([CH3:23])([CH3:25])[CH3:24])=[O:20])=[O:16])[C:4]([O:6][CH2:7][C:8]1[CH:9]=[CH:10][CH:11]=[CH:12][CH:13]=1)=[O:5]. Procedure details: By the method of Preparation 3 a), tert-butyl (3R)-3-({[(1S)-2,2-dimethyl-1-(benzyloxycarbonyl)propyl]amino}carbonyl)hex-5-enoate (2.085 g, 5.0 mmol) was reacted with 3-methyl-4-phenylbromobenzene (1.855 g, 7.5 mmol) under palladium catalysis, using N-ethylmorpholine as base at reflux in acetonitrile for 16.5 h. Work-up as before followed by purification by repeated flash chromatography (first column hexane:ether=4:1; second column toluene:ether=20:1) gave mainly tert-butyl (3R,5E)-3-({[(1S)-2,2... The reactants are C1CCOC1, Cc1ccccc1, O=Cc1cccc2c1OCO2, FC(F)(F)C1CO1, Cc1ccc2c(N)cccc2n1, Cc1ccc2c(N=Cc3cccc4c3OCO4)cccc2n1. Yields the product Cc1nc2cccc(N)c2cc1C(c1cccc2c1OCO2)C1(C(F)(F)F)CO1. As a reaction SMILES: [CH2:60]1[O:61][CH2:62][CH2:63][CH2:64]1.[CH3:53][c:54]1[cH:55][cH:56][cH:57][cH:58][cH:59]1.[CH:13](=[O:14])[c:15]1[cH:16][cH:17][cH:18][c:19]2[c:23]1[O:22][CH2:21][O:20]2.[F:46][C:47]([CH:48]1[CH2:49][O:50]1)([F:51])[F:52].[NH2:1][c:2]1[c:3]2[cH:4][cH:5][c:6]([CH3:12])[n:7][c:8]2[cH:9][cH:10][cH:11]1.[O:24]1[c:25]2[cH:26][cH:27][cH:28][c:29]([CH:30]=[N:31][c:32]3[c:33]4[cH:34][cH:35][c:36]([CH3:37])[n:38][c:39]4[cH:40][cH:41][cH:42]3)[c:43]2[O:44][CH2:45]1>>[NH2:1][c:2]1[c:3]2[cH:4][c:5]([CH:13]([c:15]3[cH:16][cH:17][cH:18][c:19]4[c:23]3[O:22][CH2:21][O:20]4)[C:48]3([C:47]([F:46])([F:51])[F:52])[CH2:49][O:50]3)[c:6]([CH3:12])[n:7][c:8]2[cH:9][cH:10][cH:11]1. Starting materials: CCO, CCOC(=O)c1sc(SC(C)C)c2c1CCc1nc(C)oc1-2, Cl, [Na+], [OH-], O. The product is Cc1nc2c(o1)-c1c(SC(C)C)sc(C(=O)O)c1CC2. Reaction SMILES: [CH3:27][CH2:28][OH:29].[CH:1]([CH3:2])([CH3:3])[S:4][c:5]1[s:6][c:7]([C:18](=[O:19])[O:20][CH2:21][CH3:22])[c:8]2[c:9]1-[c:10]1[c:11]([n:12][c:13]([CH3:15])[o:14]1)[CH2:16][CH2:17]2.[ClH:26].[Na+:24].[OH-:23].[OH2:25]>>[CH:1]([CH3:2])([CH3:3])[S:4][c:5]1[s:6][c:7]([C:18](=[O:19])[OH:20])[c:8]2[c:9]1-[c:10]1[c:11]([n:12][c:13]([CH3:15])[o:14]1)[CH2:16][CH2:17]2. Starting materials: [H-].[Na+] (sodium hydride), C(C)(C)(C)C1=NNC(=C1)S (3-t-butylpyrazole-5-thiol), C(C=C)Br (allyl bromide). Solvent: C(OC)COC (dimethoxyethane). Product: C(C)(C)(C)C1=NNC(=C1)SCC=C (3-t-butyl-5-(allylthio)pyrazole). Isolated yield 88.0%. RXN SMILES: [C:1]([C:5]1[CH:9]=[C:8]([SH:10])[NH:7][N:6]=1)([CH3:4])([CH3:3])[CH3:2].[H-].[Na+].[CH2:13](Br)[CH:14]=[CH2:15]>C(COC)OC>[C:1]([C:5]1[CH:9]=[C:8]([S:10][CH2:15][CH:14]=[CH2:13])[NH:7][N:6]=1)([CH3:4])([CH3:3])[CH3:2] |f:1.2|. Reported procedure: To a slurry of 3-t-butylpyrazole-5-thiol (10 g) in dry dimethoxyethane (100 ml) was added portionwise, with stirring, sodium hydride (1.6 g). Stirring at room temperature was continued for a few minutes, and then allyl bromide (7.8 g) was added. The reaction mixture was stirred for 2 hours, filtered, and evaporated. The residue was dissolved in ether and washed with water, and the ether layer separated, dried, and evaporated to give 3-t-butyl-5-(allylthio)pyrazole, as a pale brown oil (11.0 g), ...